describe an organic reaction: reactants, conditions, products, and yield From a dataset of the Open Reaction Database (ORD), a public repository of structured organic reaction records. Starting materials: [Al+3], CON(C)C(=O)c1csc(NC(=O)NCc2ccc(Cl)c(Cl)c2)n1, [H-], [H-], [H-], [H-], [Li+], C1CCOC1. The product is O=Cc1csc(NC(=O)NCc2ccc(Cl)c(Cl)c2)n1. As a reaction SMILES: [Al+3:26].[Cl:1][c:2]1[cH:3][c:4]([CH2:5][NH:6][C:7]([NH:8][c:9]2[s:10][cH:11][c:12]([C:14](=[O:15])[N:16]([O:17][CH3:18])[CH3:19])[n:13]2)=[O:20])[cH:21][cH:22][c:23]1[Cl:24].[H-:25].[H-:28].[H-:29].[H-:30].[Li+:27].[O:31]1[CH2:32][CH2:33][CH2:34][CH2:35]1>>[Cl:1][c:2]1[cH:3][c:4]([CH2:5][NH:6][C:7]([NH:8][c:9]2[s:10][cH:11][c:12]([CH:14]=[O:15])[n:13]2)=[O:20])[cH:21][cH:22][c:23]1[Cl:24]. Starting materials: CC(C)(C)OC(=O)NC1CCC(N)CC1, COc1ccc(-c2ncnc3c(C(=O)O)c[nH]c23)c(OCC2CC2)c1. Yields the product COc1ccc(-c2ncnc3c(C(=O)NC4CCC(NC(=O)OC(C)(C)C)CC4)c[nH]c23)c(OCC2CC2)c1. As a reaction SMILES: [C:26]([CH3:27])([CH3:28])([CH3:29])[O:30][C:31]([NH:32][CH:33]1[CH2:34][CH2:35][CH:36]([NH2:39])[CH2:37][CH2:38]1)=[O:40].[CH:1]1([CH2:4][O:5][c:6]2[c:7](-[c:14]3[c:15]4[c:16]([n:17][cH:18][n:19]3)[c:20]([C:23](=[O:24])[OH:25])[cH:21][nH:22]4)[cH:8][cH:9][c:10]([O:12][CH3:13])[cH:11]2)[CH2:2][CH2:3]1>>[CH:1]1([CH2:4][O:5][c:6]2[c:7](-[c:14]3[c:15]4[c:16]([n:17][cH:18][n:19]3)[c:20]([C:23](=[O:25])[NH:39][CH:36]3[CH2:35][CH2:34][CH:33]([NH:32][C:31]([O:30][C:26]([CH3:27])([CH3:28])[CH3:29])=[O:40])[CH2:38][CH2:37]3)[cH:21][nH:22]4)[cH:8][cH:9][c:10]([O:12][CH3:13])[cH:11]2)[CH2:2][CH2:3]1. The reactants are S(=O)(Cl)Cl (thionyl chloride), N1CCOCC1 (morpholine), OC1CCC2=C(NC=3C=CC=C1C23)C2=CC=CC=C2 (5-hydroxy-2-phenyl-1,3,4,5-tetrahydrobenz[cd]indole), O (Water). Solvent: C(Cl)Cl (methylene chloride), C(Cl)Cl (methylene chloride), C(Cl)Cl (methylene chloride). Conditions: time 30 minute. Product: O1CCN(CC1)C1CCC2=C(NC=3C=CC=C1C23)C2=CC=CC=C2 (5-morpholino-2-phenyl-1,3,4,5-tetrahydrobenz[cd]indole). Isolated yield 63.0%. Reaction SMILES: O[CH:2]1[C:12]2[C:13]3[C:5](=[C:6]([C:14]4[CH:19]=[CH:18][CH:17]=[CH:16][CH:15]=4)[NH:7][C:8]=3[CH:9]=[CH:10][CH:11]=2)[CH2:4][CH2:3]1.S(Cl)(Cl)=O.[NH:24]1[CH2:29][CH2:28][O:27][CH2:26][CH2:25]1.O>C(Cl)Cl>[O:27]1[CH2:28][CH2:29][N:24]([CH:2]2[C:12]3[C:13]4[C:5](=[C:6]([C:14]5[CH:19]=[CH:18][CH:17]=[CH:16][CH:15]=5)[NH:7][C:8]=4[CH:9]=[CH:10][CH:11]=3)[CH2:4][CH2:3]2)[CH2:25][CH2:26]1. Procedure: A portion (0.47 g) of the compound obtained in Example 256 was suspended in anhydrous methylene chloride (15 ml) and to the suspension was added dropwise a solution of thionyl chloride (0.15 ml) in anhydrous methylene chloride (5 ml) under cooling with ice. After stirring for 30 minutes, a solution (10 ml) of morpholine (1.65 ml) in anhydrous methylene chloride was added dropwise and the mixture was stirred for 3 hours. Water was added to the reaction mixture, followed by extraction with methyle... Starting materials: COC([C@H](CC=1C=C2C=CNC2=CC1)OCC)=O ((S)-2-ethoxy-3-(1H-indol-5-yl)-propionic acid methyl ester), ClCC=1N=C(OC1C)C1=C(C=CC=C1)OC (4-chloromethyl-2-(2-methoxy-phenyl)-5-methyl-oxazole). The product is C(C)O[C@H](C(=O)O)CC=1C=C2C=CN(C2=CC1)CC=1N=C(OC1C)C1=C(C=CC=C1)OC ((S)-2-Ethoxy-3-{1-[2-(2-methoxy-phenyl)-5-methyl-oxazol-4-ylmethyl]-1H-indol-5-yl}-propionic Acid). Yield: 66.0%. Reaction SMILES: C[O:2][C:3](=[O:18])[C@@H:4]([O:15][CH2:16][CH3:17])[CH2:5][C:6]1[CH:7]=[C:8]2[C:12](=[CH:13][CH:14]=1)[NH:11][CH:10]=[CH:9]2.Cl[CH2:20][C:21]1[N:22]=[C:23]([C:27]2[CH:32]=[CH:31][CH:30]=[CH:29][C:28]=2[O:33][CH3:34])[O:24][C:25]=1[CH3:26]>>[CH2:16]([O:15][C@@H:4]([CH2:5][C:6]1[CH:7]=[C:8]2[C:12](=[CH:13][CH:14]=1)[N:11]([CH2:20][C:21]1[N:22]=[C:23]([C:27]3[CH:32]=[CH:31][CH:30]=[CH:29][C:28]=3[O:33][CH3:34])[O:24][C:25]=1[CH3:26])[CH:10]=[CH:9]2)[C:3]([OH:2])=[O:18])[CH3:17]. Procedure: Starting from (S)-2-ethoxy-3-(1H-indol-5-yl)-propionic acid methyl ester and 4-chloromethyl-2-(2-methoxy-phenyl)-5-methyl-oxazole, the title compound was obtained in 66% yield as a pale yellow solid. MS: (M−H)− 433.2. The reactants are ClCCl (dichloromethane), BrC1=CN=CN1 (5-bromo-1H-imidazole), C(=O)([O-])[O-].[K+].[K+] (K2CO3), ClCC1=CC=C(C=C1)OC (1-(chloromethyl)-4-methoxybenzene). Run in CN(C)C=O (DMF). Run at time 16 hour. Yields the product COC1=CC=C(CN2C=NC(=C2)Br)C=C1 (1-(4-Methoxybenzyl)-4-bromo-1H-imidazole). The yield is 67.2%. As a reaction SMILES: [Br:1][C:2]1[NH:6][CH:5]=[N:4][CH:3]=1.C([O-])([O-])=O.[K+].[K+].Cl[CH2:14][C:15]1[CH:20]=[CH:19][C:18]([O:21][CH3:22])=[CH:17][CH:16]=1.ClCCl>CN(C=O)C>[CH3:22][O:21][C:18]1[CH:19]=[CH:20][C:15]([CH2:14][N:4]2[CH:3]=[C:2]([Br:1])[N:6]=[CH:5]2)=[CH:16][CH:17]=1 |f:1.2.3|. Procedure: To a suspension of 5-bromo-1H-imidazole (10 g, 68.5 mmol) and K2CO3 (37.8 g, 274 mmol) in DMF (100 mL) was added 1-(chloromethyl)-4-methoxybenzene (11.8 g, 75.4 mmol) dropwise at room temperature. The resulting mixture was stirred for 16 hours, and then dichloromethane (DCM) was added. The mixture was successively washed with water and brine, dried and concentrated to give a residue that was purified by column chromatography to afford 12.3 g of the desired compound as a solid. LC-MS: m/z 267 (M+... Reactants: CCOC(=N)c1ccccc1, C=CCN, CO, Cl. The product is C=CCNC(=N)c1ccccc1, Cl. As a reaction SMILES: [C:2]([c:3]1[cH:4][cH:5][cH:6][cH:7][cH:8]1)([O:9][CH2:10][CH3:11])=[NH:12].[CH2:13]([CH:14]=[CH2:15])[NH2:16].[CH3:17][OH:18].[ClH:1]>>[C:2]([c:3]1[cH:4][cH:5][cH:6][cH:7][cH:8]1)(=[NH:12])[NH:16][CH2:13][CH:14]=[CH2:15].[ClH:1].